From a dataset of the Open Reaction Database (ORD), a public repository of structured organic reaction records. describe an organic reaction: reactants, conditions, products, and yield Starting materials: CC=1C=CC(=CC1)N (p-Tolylamine), CCN(C(C)C)C(C)C (Hunig's base), FC1=C(C=C(C(=O)Cl)C=C1)[N+](=O)[O-] (4-Fluoro-3-nitro-benzoyl chloride). The solvent is O1CCCC1 (tetrahydrofuran), O1CCCC1 (tetrahydrofuran), O (water). Conditions: time 1 hour. Yields the product FC1=C(C=C(C(=O)NC2=CC=C(C=C2)C)C=C1)[N+](=O)[O-] (4-Fluoro-3-nitro-N-p-tolyl-benzamide). As a reaction SMILES: [CH3:1][C:2]1[CH:3]=[CH:4][C:5]([NH2:8])=[CH:6][CH:7]=1.CCN(C(C)C)C(C)C.[F:18][C:19]1[CH:27]=[CH:26][C:22]([C:23](Cl)=[O:24])=[CH:21][C:20]=1[N+:28]([O-:30])=[O:29]>O1CCCC1.O>[F:18][C:19]1[CH:27]=[CH:26][C:22]([C:23]([NH:8][C:5]2[CH:6]=[CH:7][C:2]([CH3:1])=[CH:3][CH:4]=2)=[O:24])=[CH:21][C:20]=1[N+:28]([O-:30])=[O:29]. Procedure: To a solution of p-Tolylamine (626 mg, 5.89 mmol), and Hunig's base (2.054 ml, 11.8 mmol) in tetrahydrofuran (20 mL) was added the product from Example 86A (1.20 g, 5.89 mmol) in tetrahydrofuran (10 mL) dropwise over 10 minutes. The solution was stirred at room temperature for 1 hour, the reaction mixture diluted with water and the title compound was collected by filtration (1.77 g, 100%). Starting materials: [N+](=O)([O-])C1=CC=C(C=C1)S(=O)(=O)NCC1CC2=CC=C(C=C2C1)CC(=O)O ([2-[(4-nitrophenyl)sulfonylaminomethyl)indan-5-yl]acetic acid), [H][H] (hydrogen). The reagents and catalysts are [Pd] (palladium on carbon). Run in CO (methanol). The product is NC1=CC=C(C=C1)S(=O)(=O)NCC1CC2=CC=C(C=C2C1)CC(=O)O ([2-[(4-aminophenyl)sulfonylaminomethyl)indan-5-yl]acetic acid). Isolated yield 79.4%. As a reaction SMILES: [N+:1]([C:4]1[CH:9]=[CH:8][C:7]([S:10]([NH:13][CH2:14][CH:15]2[CH2:23][C:22]3[C:17](=[CH:18][CH:19]=[C:20]([CH2:24][C:25]([OH:27])=[O:26])[CH:21]=3)[CH2:16]2)(=[O:12])=[O:11])=[CH:6][CH:5]=1)([O-])=O.[H][H]>CO.[Pd]>[NH2:1][C:4]1[CH:9]=[CH:8][C:7]([S:10]([NH:13][CH2:14][CH:15]2[CH2:23][C:22]3[C:17](=[CH:18][CH:19]=[C:20]([CH2:24][C:25]([OH:27])=[O:26])[CH:21]=3)[CH2:16]2)(=[O:12])=[O:11])=[CH:6][CH:5]=1. Procedure details: 1.95 g of [2-[(4-nitrophenyl)sulfonylaminomethyl)indan-5-yl]acetic acid obtained in Example 22 was dissolved in 50 ml of methanol and added with 200 mg of 10% palladium on carbon, followed by stirring for 2 hours in the stream of hydrogen gas. The catalyst was removed by filtration, the filtrate was condensed and the residue was recrystallized from ethanol to obtain 1.43 g of crystals. Yield: 79% The reactants are [H-].[Na+] (Sodium hydride), CC1=CC(=NC(=C1)C)NC(C)=O (N-(4,6-dimethyl-2-pyridyl)acetamide), [H-].[Na+] (sodium hydride), Cl.C(C)N(CC)CCCl (diethylaminoethylchloride hydrochloride), C(C)O (ethanol). Solvent: C(C)(=O)O (acetic acid), CN(C=O)C (dimethylformamide). Reaction conditions: time 18 hour. Product: C(C)N(CCNC1=NC(=CC(=C1)C)C)CC (2-(2-diethylaminoethylamino)-4,6-dimethylpyridine). RXN SMILES: [CH3:1][C:2]1[CH:7]=[C:6]([CH3:8])[N:5]=[C:4]([NH:9][C:10](=O)[CH3:11])[CH:3]=1.[H-].[Na+].Cl.[CH2:16]([N:18](CCCl)[CH2:19][CH3:20])[CH3:17].C(O)C>CN(C)C=O.C(O)(=O)C>[CH2:16]([N:18]([CH2:19][CH3:20])[CH2:11][CH2:10][NH:9][C:4]1[CH:3]=[C:2]([CH3:1])[CH:7]=[C:6]([CH3:8])[N:5]=1)[CH3:17] |f:1.2,3.4|. Procedure: To 32.8 g (0.2 m) N-(4,6-dimethyl-2-pyridyl)acetamide dissolved in 300 ml dimethylformamide, sodium hydride (50%) (9.67 g 0.21 m) is added at 30°-40° in three portions with stirring. Ten minutes after this addition diethylaminoethylchloride hydrochloride (37.2 g, 0.216 m) is added and the mixture stirred 20 minutes. Sodium hydride (50%) (10.55 g, 0.229 M) is added in three portions at 40°-45°, the mixture stirred at 50°-55° for 1/2 hour and finally at 90° for 21/2 hours. On cooling ethanol, 50 m... Reactants: [Br-], COCCCN1CCOc2ccc(COC3CN(S(=O)(=O)c4ccc(C)cc4)C(CCC(C)=O)CC3c3ccc(OC)cc3)cc21, C[Mg+]. As a reaction SMILES: [Br-:47].[CH3:1][O:2][c:3]1[cH:4][cH:5][c:6]([CH:9]2[CH2:10][CH:11]([CH2:42][CH2:43][C:44]([CH3:45])=[O:46])[N:12]([S:32](=[O:33])(=[O:34])[c:35]3[cH:36][cH:37][c:38]([CH3:41])[cH:39][cH:40]3)[CH2:13][CH:14]2[O:15][CH2:16][c:17]2[cH:18][cH:19][c:20]3[c:21]([cH:31]2)[N:22]([CH2:26][CH2:27][CH2:28][O:29][CH3:30])[CH2:23][CH2:24][O:25]3)[cH:7][cH:8]1.[CH3:48][Mg+:49]>>[CH3:1][O:2][c:3]1[cH:4][cH:5][c:6]([CH:9]2[CH2:10][CH:11]([CH2:42][CH2:43][C:44]([CH3:45])([OH:46])[CH3:48])[N:12]([S:32](=[O:33])(=[O:34])[c:35]3[cH:36][cH:37][c:38]([CH3:41])[cH:39][cH:40]3)[CH2:13][CH:14]2[O:15][CH2:16][c:17]2[cH:18][cH:19][c:20]3[c:21]([cH:31]2)[N:22]([CH2:26][CH2:27][CH2:28][O:29][CH3:30])[CH2:23][CH2:24][O:25]3)[cH:7][cH:8]1. The product is COCCCN1CCOc2ccc(COC3CN(S(=O)(=O)c4ccc(C)cc4)C(CCC(C)(C)O)CC3c3ccc(OC)cc3)cc21. The reactants are O=C(Cl)CCl, ClCCl, CC1Cc2cc(S(=O)(=O)n3cc(-c4ccccc4)[nH]c3=O)ccc2N1, c1ccncc1. The product is CC1Cc2cc(S(=O)(=O)n3cc(-c4ccccc4)[nH]c3=O)ccc2N1C(=O)CCl. As a reaction SMILES: [Cl:32][CH2:33][C:34](=[O:35])[Cl:36].[Cl:37][CH2:38][Cl:39].[c:1]1(-[c:7]2[nH:8][c:9](=[O:25])[n:10]([S:12](=[O:13])(=[O:14])[c:15]3[cH:16][c:17]4[c:21]([cH:22][cH:23]3)[NH:20][CH:19]([CH3:24])[CH2:18]4)[cH:11]2)[cH:2][cH:3][cH:4][cH:5][cH:6]1.[cH:26]1[cH:27][cH:28][n:29][cH:30][cH:31]1>>[c:1]1(-[c:7]2[nH:8][c:9](=[O:25])[n:10]([S:12](=[O:13])(=[O:14])[c:15]3[cH:16][c:17]4[c:21]([cH:22][cH:23]3)[N:20]([C:34]([CH2:33][Cl:32])=[O:35])[CH:19]([CH3:24])[CH2:18]4)[cH:11]2)[cH:2][cH:3][cH:4][cH:5][cH:6]1. The reactants are O=C([O-])[O-], C=CCBr, COc1ccc2c(c1OC)Oc1cccc3c1C2CNC3, CC(C)=O, [K+], [K+]. Product: C=CCN1Cc2cccc3c2C(C1)c1ccc(OC)c(OC)c1O3. As a reaction SMILES: [C:22](=[O:23])([O-:24])[O-:25].[CH2:28]([CH:29]=[CH2:30])[Br:31].[CH3:1][O:2][c:3]1[c:4]([O:20][CH3:21])[cH:5][cH:6][c:7]2[c:8]1[O:9][c:10]1[c:11]3[c:16]([cH:17][cH:18][cH:19]1)[CH2:15][NH:14][CH2:13][CH:12]23.[CH3:32][C:33](=[O:34])[CH3:35].[K+:26].[K+:27]>>[CH3:1][O:2][c:3]1[c:4]([O:20][CH3:21])[cH:5][cH:6][c:7]2[c:8]1[O:9][c:10]1[c:11]3[c:16]([cH:17][cH:18][cH:19]1)[CH2:15][N:14]([CH2:30][CH:29]=[CH2:28])[CH2:13][CH:12]23.